From a dataset of the Open Reaction Database (ORD), a public repository of structured organic reaction records. describe an organic reaction: reactants, conditions, products, and yield Starting materials: [Al+3], [Cl-], [Cl-], [Cl-], Clc1ccccc1, O=C1OC(=O)c2ccccc21, c1ccc(-n2cccc2)cc1. Product: O=C(O)c1ccccc1C(=O)c1cccn1-c1ccccc1. As a reaction SMILES: [Al+3:24].[Cl-:23].[Cl-:25].[Cl-:26].[Cl:27][c:28]1[cH:29][cH:30][cH:31][cH:32][cH:33]1.[O:1]=[C:2]1[O:3][C:4](=[O:5])[c:6]2[cH:7][cH:8][cH:9][cH:10][c:11]21.[c:12]1(-[n:18]2[cH:19][cH:20][cH:21][cH:22]2)[cH:13][cH:14][cH:15][cH:16][cH:17]1>>[O:1]=[C:2]([OH:3])[c:11]1[c:6]([C:4](=[O:5])[c:19]2[n:18](-[c:12]3[cH:13][cH:14][cH:15][cH:16][cH:17]3)[cH:22][cH:21][cH:20]2)[cH:7][cH:8][cH:9][cH:10]1. Reactants: CCOC(=O)CP(=O)(OCC)OCC, CN([SiH](C)C)[Si](C)(C)C, Cc1ccccc1, [K], O=C(CCCCOC1CCCCO1)CCCc1cccnc1. Yields the product CCOC(=O)C=C(CCCCOC1CCCCO1)CCCc1cccnc1. As a reaction SMILES: [CH3:11][CH2:12][O:13][C:14](=[O:15])[CH2:16][P:17]([O:18][CH2:19][CH3:20])([O:21][CH2:22][CH3:23])=[O:24].[CH3:1][SiH:2]([CH3:3])[N:4]([CH3:5])[Si:6]([CH3:7])([CH3:8])[CH3:9].[CH3:47][c:48]1[cH:49][cH:50][cH:51][cH:52][cH:53]1.[K:10].[n:25]1[cH:26][c:27]([CH2:31][CH2:32][CH2:33][C:34]([CH2:35][CH2:36][CH2:37][CH2:38][O:39][CH:40]2[O:41][CH2:42][CH2:43][CH2:44][CH2:45]2)=[O:46])[cH:28][cH:29][cH:30]1>>[CH3:11][CH2:12][O:13][C:14](=[O:15])[CH:16]=[C:34]([CH2:33][CH2:32][CH2:31][c:27]1[cH:26][n:25][cH:30][cH:29][cH:28]1)[CH2:35][CH2:36][CH2:37][CH2:38][O:39][CH:40]1[O:41][CH2:42][CH2:43][CH2:44][CH2:45]1. The reactants are Cc1ccc(S(=O)(=O)N2CC(C(=O)N3CCN(c4cc(C)ccc4C)CC3)N(c3ccccc3)C2=O)cc1, CO, [Mg]. The product is Cc1ccc(C)c(N2CCN(C(=O)C3CNC(=O)N3c3ccccc3)CC2)c1. RXN SMILES: [CH3:1][c:2]1[c:3]([N:9]2[CH2:10][CH2:11][N:12]([C:15](=[O:16])[CH:17]3[N:18]([c:33]4[cH:34][cH:35][cH:36][cH:37][cH:38]4)[C:19](=[O:32])[N:20]([S:22]([c:23]4[cH:24][cH:25][c:26]([CH3:27])[cH:28][cH:29]4)(=[O:30])=[O:31])[CH2:21]3)[CH2:13][CH2:14]2)[cH:4][c:5]([CH3:8])[cH:6][cH:7]1.[CH3:40][OH:41].[Mg:39]>>[CH3:1][c:2]1[c:3]([N:9]2[CH2:10][CH2:11][N:12]([C:15](=[O:16])[CH:17]3[N:18]([c:33]4[cH:34][cH:35][cH:36][cH:37][cH:38]4)[C:19](=[O:32])[NH:20][CH2:21]3)[CH2:13][CH2:14]2)[cH:4][c:5]([CH3:8])[cH:6][cH:7]1. Reactants: C=C(CBr)C(=O)OCC, COC(=O)CC(=O)OCc1ccccc1, CC#N, [H-], [Na+]. The product is C=C(CC(C(=O)OC)C(=O)OCc1ccccc1)C(=O)OCC. RXN SMILES: [Br:16][CH2:17][C:18]([C:19](=[O:20])[O:21][CH2:22][CH3:23])=[CH2:24].[C:1]([CH2:2][C:3](=[O:4])[O:5][CH3:6])(=[O:7])[O:8][CH2:9][c:10]1[cH:11][cH:12][cH:13][cH:14][cH:15]1.[CH3:27][C:28]#[N:29].[H-:25].[Na+:26]>>[C:1]([CH:2]([C:3](=[O:4])[O:5][CH3:6])[CH2:24][C:18](=[CH2:17])[C:19](=[O:20])[O:21][CH2:22][CH3:23])(=[O:7])[O:8][CH2:9][c:10]1[cH:11][cH:12][cH:13][cH:14][cH:15]1.